Dataset: the Open Reaction Database (ORD), a public repository of structured organic reaction records. Task: describe an organic reaction: reactants, conditions, products, and yield Starting materials: COC1=CC=C(C=C1)NC(C=1C(C(=O)N)=CC(=CC1)[N+](=O)[O-])=O (N-(4-methoxyphenyl)-4-nitrophthalamide), O (Water), [BH4-].[Na+] (sodium borohydride). The solvent is CO (methanol), O1CCCC1 (tetrahydrofuran). Yields the product OC1N(C(C2=CC=C(C=C12)[N+](=O)[O-])=O)C1=CC=C(C=C1)OC (3-hydroxy-2-(4-methoxyphenyl)-5-nitroisoindolin-1-one). Yield: 96.3%. RXN SMILES: [CH3:1][O:2][C:3]1[CH:8]=[CH:7][C:6]([NH:9][C:10](=[O:23])[C:11]2[C:12](=[CH:16][C:17]([N+:20]([O-:22])=[O:21])=[CH:18][CH:19]=2)[C:13](N)=[O:14])=[CH:5][CH:4]=1.[BH4-].[Na+].O>CO.O1CCCC1>[OH:14][CH:13]1[C:12]2[C:11](=[CH:19][CH:18]=[C:17]([N+:20]([O-:22])=[O:21])[CH:16]=2)[C:10](=[O:23])[N:9]1[C:6]1[CH:7]=[CH:8][C:3]([O:2][CH3:1])=[CH:4][CH:5]=1 |f:1.2|. Procedure: N-(4-methoxyphenyl)-4-nitrophthalamide (12 g) was suspended in a mixture of methanol (80 ml) and tetrahydrofuran (80 ml) and, under ice-cooling and stirring, sodium borohydride (1.6 g) was added. Water (300 ml) was added to the mixture and crude crystals were collected by filtration to give a mixture (11 g) of 3-hydroxy-2-(4-methoxyphenyl)-5-nitroisoindolin-1-one and 3-hydroxy-2-(4-methoxyphenyl)-6-nitroisoindolin-1-one. The mixture (6.0 g) thus obtained and piperidinocarbonylmethylenetriphenylp...